Dataset: the Open Reaction Database (ORD), a public repository of structured organic reaction records. Task: describe an organic reaction: reactants, conditions, products, and yield Reactants: C(Cl)Cl (methylene chloride), CN1C(=CC2=CC=CC=C12)/C=C/C1=CC=C(C#N)C=C1 ((E)-4-[2-(1-methyl-indol-2-yl)ethenyl]benzonitrile), [H][H] (hydrogen). The reagents and catalysts are [Pd] (palladium on charcoal). Solvent: CO (methanol). The product is CN1C(=CC2=CC=CC=C12)CCC1=CC=C(C#N)C=C1 (4-[2-(1-methyl-indol-2-yl)ethyl]benzonitrile). Reaction SMILES: [CH3:1][N:2]1[C:10]2[C:5](=[CH:6][CH:7]=[CH:8][CH:9]=2)[CH:4]=[C:3]1/[CH:11]=[CH:12]/[C:13]1[CH:20]=[CH:19][C:16]([C:17]#[N:18])=[CH:15][CH:14]=1.C(Cl)Cl.[H][H]>CO.[Pd]>[CH3:1][N:2]1[C:10]2[C:5](=[CH:6][CH:7]=[CH:8][CH:9]=2)[CH:4]=[C:3]1[CH2:11][CH2:12][C:13]1[CH:14]=[CH:15][C:16]([C:17]#[N:18])=[CH:19][CH:20]=1. Reported procedure: 2.3 g (8.9 mmol) of (E)-4-[2-(1-methyl-indol-2-yl)ethenyl]benzonitrile are dissolved in 150 ml methanol and 50 ml methylene chloride and hydrogenated with 0.20 g 10% palladium on charcoal at 3 bar hydrogen pressure. The solvent is distilled off in vacuo, the white residue obtained is washed with a little diethylether and acetone.